Dataset: the Open Reaction Database (ORD), a public repository of structured organic reaction records. Task: describe an organic reaction: reactants, conditions, products, and yield The reactants are [BH3-]C#N, CCN(C(C)C)C(C)C, CCOc1cc(C=O)ccc1C, CC(=O)O, CCO, Cl, Cl, N#Cc1ccc(NC2CCNCC2)nc1, [Na+]. Product: CCOc1cc(CN2CCC(Nc3ccc(C#N)cn3)CC2)ccc1C. As a reaction SMILES: [C:43]([BH3-:44])#[N:45].[CH2:22]([N:23]([CH:24]([CH3:25])[CH3:26])[CH:27]([CH3:28])[CH3:29])[CH3:30].[CH2:31]([CH3:32])[O:33][c:34]1[cH:35][c:36]([CH:37]=[O:38])[cH:39][cH:40][c:41]1[CH3:42].[CH3:18][C:19](=[O:20])[OH:21].[CH3:47][CH2:48][OH:49].[ClH:1].[ClH:2].[NH:3]1[CH2:4][CH2:5][CH:6]([NH:9][c:10]2[n:11][cH:12][c:13]([C:14]#[N:15])[cH:16][cH:17]2)[CH2:7][CH2:8]1.[Na+:46]>>[N:3]1([CH2:37][c:36]2[cH:35][c:34]([O:33][CH2:31][CH3:32])[c:41]([CH3:42])[cH:40][cH:39]2)[CH2:4][CH2:5][CH:6]([NH:9][c:10]2[n:11][cH:12][c:13]([C:14]#[N:15])[cH:16][cH:17]2)[CH2:7][CH2:8]1. Reactants: [OH-].[Na+] (Sodium hydroxide), ClC1=CNC2=CC(=CC=C12)CN(C(OC(C)(C)C)=O)C1CC1 (tert-butyl [(3-chloro-1H-indol-6-yl)methyl]cyclopropylcarbamate), [OH-].[Na+] (Sodium hydroxide), Cl.ClCCCN (3-Chloropropylamine hydrochloride), Cl.ClCCCN (3-Chloropropylamine hydrochloride). The reagents and catalysts are S(=O)(=O)(O)[O-].C(CCC)[N+](CCCC)(CCCC)CCCC (tetrabutylammonium hydrogensulfate). Run in C(C)#N (acetonitrile). Reaction conditions: time 20 minute. Yields the product NCCN1C=C(C2=CC=C(C=C12)CN(C(OC(C)(C)C)=O)C1CC1)Cl (tert-butyl {[1-(2-aminoethyl)-3-chloro-1H-indol-6-yl]methyl}cyclopropylcarbamate). Yield: 82.4%. Reaction SMILES: [OH-].[Na+].[Cl:3][C:4]1[C:12]2[C:7](=[CH:8][C:9]([CH2:13][N:14]([CH:22]3[CH2:24][CH2:23]3)[C:15](=[O:21])[O:16][C:17]([CH3:20])([CH3:19])[CH3:18])=[CH:10][CH:11]=2)[NH:6][CH:5]=1.Cl.ClC[CH2:28][CH2:29][NH2:30]>S([O-])(O)(=O)=O.C([N+](CCCC)(CCCC)CCCC)CCC.C(#N)C>[NH2:30][CH2:29][CH2:28][N:6]1[C:7]2[C:12](=[CH:11][CH:10]=[C:9]([CH2:13][N:14]([CH:22]3[CH2:24][CH2:23]3)[C:15](=[O:21])[O:16][C:17]([CH3:19])([CH3:20])[CH3:18])[CH:8]=2)[C:4]([Cl:3])=[CH:5]1 |f:0.1,3.4,5.6|. Procedure details: Sodium hydroxide (103 mg) and tetrabutylammonium hydrogensulfate (15 mg) were added to a solution of tert-butyl [(3-chloro-1H-indol-6-yl)methyl]cyclopropylcarbamate (275 mg) in acetonitrile (7.0 ml) and the mixture was stirred at room temperature for 20 minutes. 3-Chloropropylamine hydrochloride (149 mg) was added to the reaction mixture and it was heated under reflux for 16 hours. Sodium hydroxide (103 mg) and 3-Chloropropylamine hydrochloride (149 mg) were added and the mixture was further hea... Reactants: ClC1=NC(=NC(=C1)Cl)SCC(=O)OCC ((4.6-dichloro-2-pyrimidinylthio)acetic acid, ethyl ester), CC1=C(N)C=CC=C1C (2,3-dimethylaniline), C([O-])([O-])=O.[Na+].[Na+] (sodium carbonate). Run in C(C)O (ethanol). Product: C(C)OC(CSC1=NC(=CC(=N1)Cl)NC1=C(C(=CC=C1)C)C)=O ([4-Chloro-6-(2,3-xylidino)-2-pyrimidinylthio]acetic acid ethyl ester). RXN SMILES: Cl[C:2]1[CH:7]=[C:6]([Cl:8])[N:5]=[C:4]([S:9][CH2:10][C:11]([O:13][CH2:14][CH3:15])=[O:12])[N:3]=1.[CH3:16][C:17]1[C:23]([CH3:24])=[CH:22][CH:21]=[CH:20][C:18]=1[NH2:19].C(=O)([O-])[O-].[Na+].[Na+]>C(O)C>[CH2:14]([O:13][C:11](=[O:12])[CH2:10][S:9][C:4]1[N:5]=[C:6]([Cl:8])[CH:7]=[C:2]([NH:19][C:18]2[CH:20]=[CH:21][CH:22]=[C:23]([CH3:24])[C:17]=2[CH3:16])[N:3]=1)[CH3:15] |f:2.3.4|. Reported procedure: A stirred mixture of 2.7 g of (4.6-dichloro-2-pyrimidinylthio)acetic acid, ethyl ester, 1.2 g of 2,3-dimethylaniline and 1.06 g of anhydrous sodium carbonate in 20 ml. of ethanol was heated under reflux for 4 hr. The mixture was filtered and water added to the filtrate until a precipitate appeared. The solid was recrystallized from 95% ethanol to a mp. of 88°-93°C. Reactants: C1(=CC=CC=C1)COCC1CC(CS1)SC(C)=O (Ethanethioic acid S-[tetrahydro-5-[(phenylmethoxy)methyl]-3-thienyl]ester), C[Si](C)(C)I (trimethylsilyl iodide). Run in C(Cl)(Cl)Cl (chloroform). Conditions: time 2 hour. Yields the product ICC1CC(CS1)SC(C)=O (Ethanethioic acid S-[tetrahydro-5-(iodomethyl)-3-thienyl]ester). RXN SMILES: C1(CO[CH2:9][CH:10]2[S:14][CH2:13][CH:12]([S:15][C:16](=[O:18])[CH3:17])[CH2:11]2)C=CC=CC=1.C[Si]([I:23])(C)C>C(Cl)(Cl)Cl>[I:23][CH2:9][CH:10]1[S:14][CH2:13][CH:12]([S:15][C:16](=[O:18])[CH3:17])[CH2:11]1. Reported procedure: A 0° C. mixture, under argon, of 0.44 g of product from Example 139 in 5 ml of dry chloroform is treated with 0.55 ml of trimethylsilyl iodide. The reaction is stirred, in the dark, for 2 hours. The reaction is quenched with 100 ml of saturated sodium sulfite, extracted with methylene chloride and the layers separated. The organic layer is dried, filtered and concentrated in vacuo. The residue is purified by. chromatography (silica gel: 0-100% methylene chloride/hexane) to give 0.31 g of the pro... Reactants: C1CCOC1, CC#N, [Li]CCCC, COC(=O)C1CCSCC1. Yields the product N#CCC(=O)C1CCSCC1. RXN SMILES: [CH2:19]1[O:20][CH2:21][CH2:22][CH2:23]1.[CH3:1][C:2]#[N:3].[CH3:4][CH2:5][CH2:6][CH2:7][Li:8].[S:9]1[CH2:10][CH2:11][CH:12]([C:15](=[O:16])[O:17][CH3:18])[CH2:13][CH2:14]1>>[CH2:1]([C:2]#[N:3])[C:15]([CH:12]1[CH2:11][CH2:10][S:9][CH2:14][CH2:13]1)=[O:16]. Reactants: CO, NN, CCN1C(=O)C(C)(C)C(=O)N(C)c2cc(OCCCN3C(=O)c4ccccc4C3=O)ccc21, O. Product: CCN1C(=O)C(C)(C)C(=O)N(C)c2cc(OCCCN)ccc21. As a reaction SMILES: [CH3:37][OH:38].[NH2:2][NH2:3].[O:4]=[C:5]1[N:6]([CH2:15][CH2:16][CH2:17][O:18][c:19]2[cH:20][c:21]3[c:22]([cH:35][cH:36]2)[N:23]([CH2:33][CH3:34])[C:24](=[O:32])[C:25]([CH3:30])([CH3:31])[C:26](=[O:29])[N:27]3[CH3:28])[C:13](=[O:14])[c:8]2[c:7]1[cH:12][cH:11][cH:10][cH:9]2.[OH2:1]>>[NH2:6][CH2:15][CH2:16][CH2:17][O:18][c:19]1[cH:20][c:21]2[c:22]([cH:35][cH:36]1)[N:23]([CH2:33][CH3:34])[C:24](=[O:32])[C:25]([CH3:30])([CH3:31])[C:26](=[O:29])[N:27]2[CH3:28]. Starting materials: CS(=O)(=O)c1ccc(Oc2ncnc3c2cnn3C2CCNCC2)cc1, CC(C)COC(=O)Cl, O=C(O)C(F)(F)F, O. The product is CC(C)COC(=O)N1CCC(n2ncc3c(Oc4ccc(S(C)(=O)=O)cc4)ncnc32)CC1. As a reaction SMILES: [CH3:8][S:9](=[O:10])(=[O:11])[c:12]1[cH:13][cH:14][c:15]([O:16][c:17]2[c:18]3[c:19]([n:20][cH:21][n:22]2)[n:23]([CH:26]2[CH2:27][CH2:28][NH:29][CH2:30][CH2:31]2)[n:24][cH:25]3)[cH:32][cH:33]1.[Cl:34][C:35](=[O:36])[O:37][CH2:38][CH:39]([CH3:40])[CH3:41].[F:1][C:2]([F:3])([F:4])[C:5]([OH:6])=[O:7].[OH2:42]>>[CH3:8][S:9](=[O:10])(=[O:11])[c:12]1[cH:13][cH:14][c:15]([O:16][c:17]2[c:18]3[c:19]([n:20][cH:21][n:22]2)[n:23]([CH:26]2[CH2:27][CH2:28][N:29]([C:35](=[O:36])[O:37][CH2:38][CH:39]([CH3:40])[CH3:41])[CH2:30][CH2:31]2)[n:24][cH:25]3)[cH:32][cH:33]1.